Dataset: the Open Reaction Database (ORD), a public repository of structured organic reaction records. Task: describe an organic reaction: reactants, conditions, products, and yield The reactants are OC=1C=CC(=C(C1)CCC=1C=C2C(=NC=NC2=CC1)OC)OC (6-[2-(5-hydroxy-2-methoxyphenyl)ethyl]-4-methoxyquinazoline), Cl (hydrochloric acid). The solvent is CO (methanol). Run at time 16 hour. The product is OC=1C=CC(=C(C1)CCC=1C=C2C(NC=NC2=CC1)=O)OC (6-[2-(5-Hydroxy-2-methoxyphenyl)ethyl]-3H-quinazolin-4-one). As a reaction SMILES: [OH:1][C:2]1[CH:3]=[CH:4][C:5]([O:22][CH3:23])=[C:6]([CH2:8][CH2:9][C:10]2[CH:11]=[C:12]3[C:17](=[CH:18][CH:19]=2)[N:16]=[CH:15][N:14]=[C:13]3[O:20]C)[CH:7]=1.Cl>CO>[OH:1][C:2]1[CH:3]=[CH:4][C:5]([O:22][CH3:23])=[C:6]([CH2:8][CH2:9][C:10]2[CH:11]=[C:12]3[C:17](=[CH:18][CH:19]=2)[N:16]=[CH:15][NH:14][C:13]3=[O:20])[CH:7]=1. Procedure: 90 mg of 6-[2-(5-hydroxy-2-methoxyphenyl)ethyl]-4-methoxyquinazoline are dissolved in 8 ml of methanol and treated with 1 ml of 4 N aqueous hydrochloric acid. The mixture is stirred for 16 hours at room temperature, then poured onto 2 M aqueous pH 7 buffer and extracted with ethyl acetate. The combined organic extracts are dried over magnesium sulfate and evaporated in vacuo. The residue is chromatographed on silica gel (dichloromethane/methanol=9/1) to yield the title compound as colourless cry... The reactants are N[C@@H]1[C@@H](CN(CC1)CC1CN2C=3C1=C(C=NC3C=CC2=O)Cl)O (racemic 4-{[(3R,4S)-4-amino-3-hydroxy-1-piperidinyl]methyl}-3-chloro-4,5-dihydro-7H-pyrrolo[3,2,1-de]-1,5-naphthyridin-7-one), O=C1NC2=C(SC1)C=CC(=N2)C=O (3-oxo-3,4-dihydro-2H-pyrido[3,2-b][1,4]thiazine-6-carboxaldehyde). The product is Cl.ClC=1C=NC=2C=CC(N3C2C1C(C3)CN3C[C@H]([C@H](CC3)NCC=3C=CC=1SCC(NC1N3)=O)O)=O (3-Chloro-4-[((3R,4S)-3-hydroxy-4-{[(3-oxo-3,4-dihydro-2H-pyrido[3,2-b][1,4]thiazin-6-yl)methyl]amino}-1-piperidinyl)methyl]-4,5-dihydro-7H-pyrrolo[3,2,1-de]-1,5-naphthyridin-7-one hydrochloride). Isolated yield 49.0%. RXN SMILES: [NH2:1][C@H:2]1[CH2:7][CH2:6][N:5]([CH2:8][CH:9]2[C:13]3=[C:14]([Cl:22])[CH:15]=[N:16][C:17]4[CH:18]=[CH:19][C:20](=[O:21])[N:11]([C:12]=43)[CH2:10]2)[CH2:4][C@H:3]1[OH:23].[O:24]=[C:25]1[CH2:30][S:29][C:28]2[CH:31]=[CH:32][C:33]([CH:35]=O)=[N:34][C:27]=2[NH:26]1>>[ClH:22].[Cl:22][C:14]1[CH:15]=[N:16][C:17]2[CH:18]=[CH:19][C:20](=[O:21])[N:11]3[CH2:10][CH:9]([CH2:8][N:5]4[CH2:6][CH2:7][C@H:2]([NH:1][CH2:35][C:33]5[CH:32]=[CH:31][C:28]6[S:29][CH2:30][C:25](=[O:24])[NH:26][C:27]=6[N:34]=5)[C@H:3]([OH:23])[CH2:4]4)[C:13]=1[C:12]=23 |f:2.3|. Procedure details: The free base of the title compound was synthesised from racemic 4-{[(3R,4S)-4-amino-3-hydroxy-1-piperidinyl]methyl}-3-chloro-4,5-dihydro-7H-pyrrolo[3,2,1-de]-1,5-naphthyridin-7-one and 3-oxo-3,4-dihydro-2H-pyrido[3,2-b][1,4]thiazine-6-carboxaldehyde (for a synthesis see WO2003087098, Example 301(d)) according to the general method of Example 2(h), in 49% yield. The reactants are BrC1=NC=C(C=C1)O (2-bromo-5-hydroxypyridine), O1CCCC=C1 (3,4-dihydro-2H-pyran), C1(=CC=C(C=C1)S(=O)(=O)O)C (p-toluenesulfonic acid). The solvent is ClCCl (dichloromethane), C(Cl)(Cl)Cl (chloroform). Product: BrC1=NC=C(C=C1)OC1OCCCC1 (2-bromo-5-(2-tetrahydropyranyloxy)pyridine). The yield is 54.6%. RXN SMILES: [Br:1][C:2]1[CH:7]=[CH:6][C:5]([OH:8])=[CH:4][N:3]=1.[O:9]1[CH:14]=[CH:13][CH2:12][CH2:11][CH2:10]1.C1(C)C=CC(S(O)(=O)=O)=CC=1>ClCCl.C(Cl)(Cl)Cl>[Br:1][C:2]1[CH:7]=[CH:6][C:5]([O:8][CH:10]2[CH2:11][CH2:12][CH2:13][CH2:14][O:9]2)=[CH:4][N:3]=1. Procedure: A mixture of 2-bromo-5-hydroxypyridine (1.0 g, 5.75 mmols), 3,4-dihydro-2H-pyran (0.80 mL, 8.77 mmols) and p-toluenesulfonic acid (110 mg, 0.578 mmol) was stirred overnight in dichloromethane (20 mL) at room temperature. The reaction liquid was diluted with chloroform, washed with saturated brine and dried over anhydrous magnesium sulfate. Concentrating the solvent under reduced pressure, the resulting residue was purified on silica gel column chromatography (C-300; ethyl acetate:hexane=1:20-1:1... Starting materials: C(=O)(O)C(CSC1=C(C=C(S1)S(=O)(=O)N)[N+](=O)[O-])CC(=O)O (5-(2,3-dicarboxypropylthio)-4-nitrothiophene-2-sulfonamide), C(Cl)(Cl)Cl.CO (chloroform methanol). The reagents and catalysts are [Cl-].[Cl-].[Cl-].[Ti+3] (Titanium trichloride). Solvent: O (water), C(C)(=O)O (acetic acid). Run at time 18 hour. The product is C(=O)(O)CC1C(NC2=C(S1)SC(=C2)S(N)(=O)=O)=O (3-carboxymethyl-2,3-dihydro-2-oxo-6-sulfamoyl-1H-thieno-[2,3-b][1,4]thiazine). Reaction SMILES: [C:1]([CH:4](CC(O)=O)[CH2:5][S:6][C:7]1[S:11][C:10]([S:12]([NH2:15])(=[O:14])=[O:13])=[CH:9][C:8]=1[N+:16]([O-])=O)([OH:3])=[O:2].C(Cl)(Cl)Cl.[CH3:27][OH:28]>O.C(O)(=O)C.[Cl-].[Cl-].[Cl-].[Ti+3]>[C:1]([CH2:4][CH:5]1[S:6][C:7]2[S:11][C:10]([S:12](=[O:13])(=[O:14])[NH2:15])=[CH:9][C:8]=2[NH:16][C:27]1=[O:28])([OH:3])=[O:2] |f:1.2,5.6.7.8|. Procedure: Titanium trichloride (256 ml, 15 wt % in 20-30 wt % HCl) was added in a steady stream to a stirred suspension of 5-(2,3-dicarboxypropylthio)-4-nitrothiophene-2-sulfonamide (21.8 g, 61.0 mmol) in water (128 ml) and acetic acid (128 ml). This mixture was stirred at ambient temperature for 18 hours and the yellow solid that precipitated was collected by filtration, washed with water and dried to yield 17.6 g. Chromatography over silica gel using chloroform/methanol/conc. aqueous ammonia (60:30:10; ... Starting materials: CCO, CC(=O)O, [Na+], [OH-], O, CCOC(=O)C1(c2ccccc2)CCN(CCCc2ccccc2)CC1. The product is O=C(O)C1(c2ccccc2)CCN(CCCc2ccccc2)CC1. RXN SMILES: [CH3:27][CH2:28][OH:29].[CH3:32][C:33](=[O:34])[OH:35].[Na+:31].[OH-:30].[OH2:36].[c:1]1([CH2:7][CH2:8][CH2:9][N:10]2[CH2:11][CH2:12][C:13]([C:16](=[O:17])[O:18][CH2:19][CH3:20])([c:21]3[cH:22][cH:23][cH:24][cH:25][cH:26]3)[CH2:14][CH2:15]2)[cH:2][cH:3][cH:4][cH:5][cH:6]1>>[c:1]1([CH2:7][CH2:8][CH2:9][N:10]2[CH2:11][CH2:12][C:13]([C:16](=[O:17])[OH:18])([c:21]3[cH:22][cH:23][cH:24][cH:25][cH:26]3)[CH2:14][CH2:15]2)[cH:2][cH:3][cH:4][cH:5][cH:6]1. Reactants: Cl.C(C1=CC=CC=C1)N1C(C2CCC(C1=O)N2)=O (3-Benzyl-3,8-diazabicyclo[3.2.1]octan-2,4-dione hydrochloride), [H-].[H-].[H-].[H-].[Li+].[Al+3] (LiAlH4), O (H2O), [OH-].[Na+] (NaOH), O (H2O). The yield is 101.3%. The product is C(C1=CC=CC=C1)N1CC2CCC(C1)N2 (3-Benzyl-3,8-diazabicyclo[3.2.1]octane). Reaction SMILES: Cl.[CH2:2]([N:9]1[C:15](=O)[CH:14]2[NH:17][CH:11]([CH2:12][CH2:13]2)[C:10]1=O)[C:3]1[CH:8]=[CH:7][CH:6]=[CH:5][CH:4]=1.[H-].[H-].[H-].[H-].[Li+].[Al+3].O.[OH-].[Na+]>C1COCC1>[CH2:2]([N:9]1[CH2:15][CH:14]2[NH:17][CH:11]([CH2:12][CH2:13]2)[CH2:10]1)[C:3]1[CH:4]=[CH:5][CH:6]=[CH:7][CH:8]=1 |f:0.1,2.3.4.5.6.7,9.10|. Procedure details: 3-Benzyl-3,8-diazabicyclo[3.2.1]octan-2,4-dione (28 g, 0.10 mol; from step (d) above) was added in portions to a suspension of LiAlH4 (19 g, 0.50 mol) in THF (500 mL). After addition of the solid, the reaction was slowly warmed to reflux, and then refluxed overnight. The reaction was cooled in an ice bath. To the cold reaction mixture there was added sequentially H2O (19 mL), 15% NaOH solution (19 mL) and H2O (57 mL). The resulting mixture was stirred for 30 min then filtered through a pad of Ce... Conditions: time 30 minute. The solvent is C1CCOC1 (THF). Starting materials: BrN1C(CCC1=O)=O (N-Bromosuccinimide), ClC=1C=C(C=CC1S(=O)(=O)Cl)C (3-chloro-4-toluenesulphonyl chloride), C(Cl)(Cl)(Cl)Cl (CCl4), C(C1=CC=CC=C1)(=O)OOC(C1=CC=CC=C1)=O (benzoyl peroxide). Product: ClC=1C=C(C=CC1CBr)S(=O)(=O)Cl (3-chloro-4-bromomethylphenylsulphonyl chloride). The yield is 14.0%. RXN SMILES: [Br:1]N1C(=O)CCC1=O.Cl[C:10]1[CH:11]=[C:12](C)[CH:13]=[CH:14][C:15]=1[S:16]([Cl:19])(=[O:18])=[O:17].C(OOC(=O)C1C=CC=CC=1)(=O)C1C=CC=CC=1.[C:39]([Cl:43])(Cl)(Cl)Cl>>[Cl:43][C:39]1[CH:10]=[C:15]([S:16]([Cl:19])(=[O:18])=[O:17])[CH:14]=[CH:13][C:12]=1[CH2:11][Br:1]. Procedure details: N-Bromosuccinimide (13.76 g, 76 mmol) was added to a stirred solution of 3-chloro-4-toluenesulphonyl chloride (12 g, 76 mmol) in CCl4 (120 ml) under argon. After one hour benzoyl peroxide (0.92 g, 3.8 mmol) was added and the reaction mixture refluxed overnight. The mixture was allowed to cool, the resulting white precipitate filtered off and the filtrate evaporated to a yellow oil. Purification of the residue by chromatography over silica gel (3% ethyl acetate in hexane) afforded 3-chloro-4-brom... Reactants: C(CCl)Cl (EDC), CNCC=1NC2=CC=CC=C2C1C (N-methyl(3-methyl-1H-indol-2-yl)methanamine), Cl.O=C1NC2=C(OC1)C=C(C=N2)/C=C/C(=O)O ((E)-3-(3-oxo-3,4-dihydro-2H-pyrido[3,2-b][1,4]oxazin-7-yl)acrylic acid hydrochloride), C=1C=CC2=C(C1)N=NN2O (HOBT), CCN(C(C)C)C(C)C (DIPEA). Solvent: O (H2O), O (water), CN(C)C=O (DMF). Run at time 8 hour. Yields the product CN(C(\C=C\C1=CC=2OCC(NC2N=C1)=O)=O)CC=1NC2=CC=CC=C2C1C ((E)-N-methyl-N-((3-methyl-1H-indol-2-yl) methyl)-3-(3-oxo-3,4-dihydro-2H-pyrido[3,2-b][1,4]oxazin-7-yl)acrylamide). The yield is 3.2%. As a reaction SMILES: C(Cl)CCl.[CH3:5][NH:6][CH2:7][C:8]1[NH:9][C:10]2[C:15]([C:16]=1[CH3:17])=[CH:14][CH:13]=[CH:12][CH:11]=2.Cl.[O:19]=[C:20]1[CH2:25][O:24][C:23]2[CH:26]=[C:27](/[CH:30]=[CH:31]/[C:32](O)=[O:33])[CH:28]=[N:29][C:22]=2[NH:21]1.C1C=CC2N(O)N=NC=2C=1.CCN(C(C)C)C(C)C>CN(C=O)C.O>[CH3:5][N:6]([CH2:7][C:8]1[NH:9][C:10]2[C:15]([C:16]=1[CH3:17])=[CH:14][CH:13]=[CH:12][CH:11]=2)[C:32](=[O:33])/[CH:31]=[CH:30]/[C:27]1[CH:28]=[N:29][C:22]2[NH:21][C:20](=[O:19])[CH2:25][O:24][C:23]=2[CH:26]=1 |f:2.3|. Procedure details: EDC (149 mg, 1.3 mmol) was added to a solution of N-methyl(3-methyl-1H-indol-2-yl)methanamine (110 mg, 1.0 mmol), (E)-3-(3-oxo-3,4-dihydro-2H-pyrido[3,2-b][1,4]oxazin-7-yl)acrylic acid hydrochloride (220 mg, 1.1 mmol), HOBT.H2O (81 mg, 1.0 mmol) and DIPEA (0.43 mL, 3.0 mmol) in dry DMF (5 mL). After stirring overnight, water was added. The precipitate that formed was washed with ethyl acetate and dried to afford the title compound (12 mg, 4%). 1H NMR (300 MHz, DMSO-d6) δ 8.25 (s, 1H), 7.97 (s, 1... Starting materials: CN(C1CCC=2NC3=CC=C(C=C3C2C1)C(=O)O)C (3-dimethylamino-1,2,3,4-tetrahydro-9H-carbazole-6-carboxylic acid), NC=1OC(=CC1)C(=O)OC (2-amino-5-methoxycarbonylfuran). Product: COC(=O)C1=CC=C(O1)NC(=O)C=1C=C2C=3CC(CCC3NC2=CC1)N(C)C (N-(5-methoxycarbonylfur-2-yl)-3-dimethylamino-1,2,3,4-tetrahydro-9H-carbazole-6-carboxamide). The yield is 10.0%. RXN SMILES: [CH3:1][N:2]([CH3:19])[CH:3]1[CH2:15][C:14]2[C:13]3[C:8](=[CH:9][CH:10]=[C:11]([C:16]([OH:18])=O)[CH:12]=3)[NH:7][C:6]=2[CH2:5][CH2:4]1.[NH2:20][C:21]1[O:22][C:23]([C:26]([O:28][CH3:29])=[O:27])=[CH:24][CH:25]=1>>[CH3:29][O:28][C:26]([C:23]1[O:22][C:21]([NH:20][C:16]([C:11]2[CH:12]=[C:13]3[C:8](=[CH:9][CH:10]=2)[NH:7][C:6]2[CH2:5][CH2:4][CH:3]([N:2]([CH3:1])[CH3:19])[CH2:15][C:14]3=2)=[O:18])=[CH:25][CH:24]=1)=[O:27]. Reported procedure: Beginning with 7.4 mg (0.029 mMol) 3-dimethylamino-1,2,3,4-tetrahydro-9H-carbazole-6-carboxylic acid and 2-amino-5-methoxycarbonylfuran, 1.3 mg (10%) of the title compound were recovered.